Dataset: the Open Reaction Database (ORD), a public repository of structured organic reaction records. Task: describe an organic reaction: reactants, conditions, products, and yield Reactants: BrC=1C=C(C(=O)OCC)C=C(C1)C(=O)N1CCCC1 (ethyl 3-bromo-5-(pyrrolidine-1-carbonyl)benzoate), BrC1=CC=C(C=C1)B(O)O (4-bromophenylboronic acid), C1(=CC=CC=C1)C (toluene), C([O-])([O-])=O.[Cs+].[Cs+] (cesium carbonate). The reagents and catalysts are C=1C=CC(=CC1)[P](C=2C=CC=CC2)(C=3C=CC=CC3)[Pd]([P](C=4C=CC=CC4)(C=5C=CC=CC5)C=6C=CC=CC6)([P](C=7C=CC=CC7)(C=8C=CC=CC8)C=9C=CC=CC9)[P](C=1C=CC=CC1)(C=1C=CC=CC1)C=1C=CC=CC1 (tetrakis(triphenylphosphine)palladium(0)). The solvent is O (water). Yields the product BrC1=CC=C(C=C1)C1=CC(=CC(=C1)C(=O)N1CCCC1)C(=O)OCC (Ethyl 4′-bromo-5-(pyrrolidine-1-carbonyl)biphenyl-3-carboxylate). As a reaction SMILES: Br[C:2]1[CH:3]=[C:4]([CH:10]=[C:11]([C:13]([N:15]2[CH2:19][CH2:18][CH2:17][CH2:16]2)=[O:14])[CH:12]=1)[C:5]([O:7][CH2:8][CH3:9])=[O:6].[Br:20][C:21]1[CH:26]=[CH:25][C:24](B(O)O)=[CH:23][CH:22]=1.C1(C)C=CC=CC=1.C(=O)([O-])[O-].[Cs+].[Cs+]>C1C=CC([P]([Pd]([P](C2C=CC=CC=2)(C2C=CC=CC=2)C2C=CC=CC=2)([P](C2C=CC=CC=2)(C2C=CC=CC=2)C2C=CC=CC=2)[P](C2C=CC=CC=2)(C2C=CC=CC=2)C2C=CC=CC=2)(C2C=CC=CC=2)C2C=CC=CC=2)=CC=1.O>[Br:20][C:21]1[CH:26]=[CH:25][C:24]([C:2]2[CH:12]=[C:11]([C:13]([N:15]3[CH2:19][CH2:18][CH2:17][CH2:16]3)=[O:14])[CH:10]=[C:4]([C:5]([O:7][CH2:8][CH3:9])=[O:6])[CH:3]=2)=[CH:23][CH:22]=1 |f:3.4.5,^1:46,48,67,86|. Procedure details: To a mixture of ethyl 3-bromo-5-(pyrrolidine-1-carbonyl)benzoate (3.20 g, 9.81 mmol), 4-bromophenylboronic acid (2.17 g, 10.8 mmol), toluene (40 mL), cesium carbonate (3.52 g, 10.8 mmol), and water (5 mL) under argon was added tetrakis(triphenylphosphine)palladium(0) (567 mg, 0.49 mmol). The mixture was heated under reflux for 15 h. After cooling, the mixture was filtered through Celite and the filter cake was washed with EtOAc. The filtrate was washed with brine, dried (Na2SO4), and concentrate... Reactants: OC(C[C@@]1(CCN(C(O1)=O)[C@@H](C)C1=CC=C(C=C1)B1OC(C(O1)(C)C)(C)C)C1=CC=CC=C1)(C)C ((S)-6-(2-hydroxy-2-methylpropyl)-6-phenyl-3-((S)-1-(4-(4,4,5,5-tetramethyl-1,3,2-dioxaborolan-2-yl)phenyl)ethyl)-1,3-oxazinan-2-one), FCCN1C(C=C(C=C1)I)=O (1-(2-fluoroethyl)-4-iodopyridin-2(1H)-one). Yields the product FCCN1C(C=C(C=C1)C1=CC=C(C=C1)[C@H](C)N1C(O[C@](CC1)(C1=CC=CC=C1)CC(C)(C)O)=O)=O ((S)-3-((S)-1-(4-(1-(2-fluoroethyl)-2-oxo-1,2-dihydropyridin-4-yl)phenyl)ethyl)-6-(2-hydroxy-2-methylpropyl)-6-phenyl-1,3-oxazinan-2-one). RXN SMILES: [OH:1][C:2]([CH3:35])([CH3:34])[CH2:3][C@@:4]1([C:28]2[CH:33]=[CH:32][CH:31]=[CH:30][CH:29]=2)[O:9][C:8](=[O:10])[N:7]([C@H:11]([C:13]2[CH:18]=[CH:17][C:16](B3OC(C)(C)C(C)(C)O3)=[CH:15][CH:14]=2)[CH3:12])[CH2:6][CH2:5]1.[F:36][CH2:37][CH2:38][N:39]1[CH:44]=[CH:43][C:42](I)=[CH:41][C:40]1=[O:46]>>[F:36][CH2:37][CH2:38][N:39]1[CH:44]=[CH:43][C:42]([C:16]2[CH:15]=[CH:14][C:13]([C@@H:11]([N:7]3[CH2:6][CH2:5][C@:4]([CH2:3][C:2]([OH:1])([CH3:34])[CH3:35])([C:28]4[CH:33]=[CH:32][CH:31]=[CH:30][CH:29]=4)[O:9][C:8]3=[O:10])[CH3:12])=[CH:18][CH:17]=2)=[CH:41][C:40]1=[O:46]. Procedure details: The title compound was prepared from (S)-6-(2-hydroxy-2-methylpropyl)-6-phenyl-3-((S)-1-(4-(4,4,5,5-tetramethyl-1,3,2-dioxaborolan-2-yl)phenyl)ethyl)-1,3-oxazinan-2-one and 1-(2-fluoroethyl)-4-iodopyridin-2(1H)-one following a procedure analogous to that described in Example 6 Step 1. LC-MS Method 2 tR=1.09 min, m/z=515, 493, 475, 435. Reactants: CC(C)(C)OC(=O)N1CCC(C=CC(=O)N2CCCC(C(=O)O)C2)CC1, CCN=C=NCCCN(C)C, COC(=O)CC(N)CCc1ccc(OC)c(OC)c1, CN(C)C=O, O, On1nnc2ccccc21. Yields the product COC(=O)CC(CCc1ccc(OC)c(OC)c1)NC(=O)C1CCCN(C(=O)C=CC2CCN(C(=O)OC(C)(C)C)CC2)C1. As a reaction SMILES: [C:20]([CH3:21])([CH3:22])([CH3:23])[O:24][C:25](=[O:26])[N:27]1[CH2:28][CH2:29][CH:30]([CH:33]=[CH:34][C:35](=[O:36])[N:37]2[CH2:38][CH:39]([C:43](=[O:44])[OH:45])[CH2:40][CH2:41][CH2:42]2)[CH2:31][CH2:32]1.[CH2:56]([N:57]=[C:58]=[N:59][CH2:60][CH2:61][CH2:62][N:63]([CH3:64])[CH3:65])[CH3:66].[CH3:1][O:2][C:3]([CH2:4][CH:5]([NH2:6])[CH2:7][CH2:8][c:9]1[cH:10][c:11]([O:17][CH3:18])[c:12]([O:15][CH3:16])[cH:13][cH:14]1)=[O:19].[CH3:67][N:68]([CH3:69])[CH:70]=[O:71].[OH2:72].[OH:46][n:47]1[c:48]2[cH:49][cH:50][cH:51][cH:52][c:53]2[n:54][n:55]1>>[CH3:1][O:2][C:3]([CH2:4][CH:5]([NH:6][C:43]([CH:39]1[CH2:38][N:37]([C:35]([CH:34]=[CH:33][CH:30]2[CH2:29][CH2:28][N:27]([C:25]([O:24][C:20]([CH3:21])([CH3:22])[CH3:23])=[O:26])[CH2:32][CH2:31]2)=[O:36])[CH2:42][CH2:41][CH2:40]1)=[O:44])[CH2:7][CH2:8][c:9]1[cH:10][c:11]([O:17][CH3:18])[c:12]([O:15][CH3:16])[cH:13][cH:14]1)=[O:19]. Reactants: resultant mixture, aqueous solution, [OH-].[K+] (potassium hydroxide), O (water), [H-].[Al+3].[Li+].[H-].[H-].[H-] (lithium aluminum hydride), resultant mixture, O (water), FC1=C(C(=CC=C1)F)C=1OCC(N1)C(=O)OC (2-(2,6-difluorophenyl)-4-methoxycarbonyl-2-oxazoline). The solvent is O1CCCC1 (tetrahydrofuran), O1CCCC1 (tetrahydrofuran). Reaction conditions: temperature 0 celsius, time 10 minute. The product is FC1=C(C(=CC=C1)F)C=1OCC(N1)CO (2-(2,6-difluorophenyl)-4-hydroxymethyl-2-oxazoline). Yield: 74.9%. RXN SMILES: [H-].[Al+3].[Li+].[H-].[H-].[H-].[F:7][C:8]1[CH:13]=[CH:12][CH:11]=[C:10]([F:14])[C:9]=1[C:15]1[O:16][CH2:17][CH:18]([C:20](OC)=[O:21])[N:19]=1.O.[OH-].[K+]>O1CCCC1>[F:7][C:8]1[CH:13]=[CH:12][CH:11]=[C:10]([F:14])[C:9]=1[C:15]1[O:16][CH2:17][CH:18]([CH2:20][OH:21])[N:19]=1 |f:0.1.2.3.4.5,8.9|. Procedure: A mixture of 0.58 g (15.3 mmol.) of lithium aluminum hydride and 50 ml of anhydrous tetrahydrofuran was refluxed by heating with stirring for 10 minutes. Then the mixture was cooled to a temperature of 0° C. To the mixture, there was added dropwise a solution of 4.54 g (18.8 mmol.) of 2-(2,6-difluorophenyl)-4-methoxycarbonyl-2-oxazoline obtained in Production Example 21 in 13 ml of anhydrous tetrahydrofuran with stirring at a temperature of 0° C. for 20 minutes. Then the reaction mixture was fur... Reactants: ClC1=CC=C(C=C1)C1=C(C(=CC2=CC(=CC=C12)OS(=O)(=O)C(F)(F)F)C)[C@@H](C(=O)OCC)O ((S)-ethyl 2-(1-(4-chlorophenyl)-3-methyl-6-(trifluoromethylsulfonyloxy) naphthalen-2-yl)-2-hydroxyacetate), CC(C)(C#C)N (2-methylbut-3-yn-2-amine), [M—NH2]calcd, [BH4-].[Na+] (NaBH4), BrC1=CC=C2C=C(C(=C(C2=C1)C1=CC=C(C=C1)Cl)C(C(=O)OCC)=O)C (ethyl 2-(7-bromo-1-(4-chlorophenyl)-3-methylnaphthalen-2-yl)-2-oxoacetate). The product is NC(C#CC1=CC=C2C=C(C(=C(C2=C1)C1=CC=C(C=C1)Cl)[C@@H](C(=O)O)OC(C)(C)C)C)(C)C ((S)-2-(7-(3-amino-3-methylbut-1-ynyl)-1-(4-chlorophenyl)-3-methylnaphthalen-2-yl)-2-tert-butoxyacetic acid). Reaction SMILES: [Cl:1][C:2]1[CH:7]=[CH:6][C:5]([C:8]2[C:17]3[C:12](=[CH:13][C:14](OS(C(F)(F)F)(=O)=O)=[CH:15][CH:16]=3)[CH:11]=[C:10]([CH3:26])[C:9]=2[C@H:27]([OH:33])[C:28]([O:30]CC)=[O:29])=[CH:4][CH:3]=1.[BH4-].[Na+].BrC1C=[C:45]2[C:40]([CH:41]=C(C)C(C(=O)C(OCC)=O)=C2C2C=CC(Cl)=CC=2)=[CH:39]C=1.[CH3:62][C:63]([NH2:67])([C:65]#[CH:66])[CH3:64]>>[NH2:67][C:63]([CH3:64])([CH3:62])[C:65]#[C:66][C:15]1[CH:16]=[C:17]2[C:12]([CH:11]=[C:10]([CH3:26])[C:9]([C@H:27]([O:33][C:40]([CH3:45])([CH3:41])[CH3:39])[C:28]([OH:30])=[O:29])=[C:8]2[C:5]2[CH:4]=[CH:3][C:2]([Cl:1])=[CH:7][CH:6]=2)=[CH:13][CH:14]=1 |f:1.2|. Reported procedure: (S)-2-(7-(3-Amino-3-methylbut-1-ynyl)-1-(4-chlorophenyl)-3-methylnaphthalen-2-yl)-2-tert-butoxyacetic acid (98) was prepared by the method of Example 67 using the reduction method of Example 51, step 3, for (S)-ethyl 2-(1-(4-chlorophenyl)-3-methyl-6-(trifluoromethylsulfonyloxy) naphthalen-2-yl)-2-hydroxyacetate instead of step 5, NaBH4 step, from ethyl 2-(7-bromo-1-(4-chlorophenyl)-3-methylnaphthalen-2-yl)-2-oxoacetate. The remainder of the sequence follows the method of Example 67 using 2-methy... Reactants: CC1(COB(OC1)C1=CC=C(C=C1)C=1C(=CC=CC1)O)C (4′-(5,5-dimethyl-1,3,2-dioxaborinan-2-yl)-[1,1′-biphenyl]-2-ol), C(CC(O)(C(=O)O)CC(=O)O)(=O)O (citric acid), BrC=1C=C2C(=NNC2=CC1Cl)C(=O)O (5-bromo-6-chloro-1H-indazole-3-carboxylic acid), C([O-])([O-])=O.[K+].[K+] (potassium carbonate). The reagents and catalysts are C1=CC=C(C=C1)P([C-]2C=CC=C2)C3=CC=CC=C3.C1=CC=C(C=C1)P([C-]2C=CC=C2)C3=CC=CC=C3.Cl[Pd]Cl.[Fe+2] ([1,1′-bis(diphenylphosphino)ferrocene]dichloropalladium(II)). Solvent: C1(=CC=CC=C1)C (toluene), CCO (EtOH). Reaction conditions: temperature 100 celsius. Product: ClC1=C(C=C2C(=NNC2=C1)C(=O)O)C1=CC=C(C=C1)C1=C(C=CC=C1)O (6-Chloro-5-(2′-hydroxy-[1,1′-biphenyl]-4-yl)-1H-indazole-3-carboxylic acid). The yield is 21.6%. As a reaction SMILES: Br[C:2]1[CH:3]=[C:4]2[C:8](=[CH:9][C:10]=1[Cl:11])[NH:7][N:6]=[C:5]2[C:12]([OH:14])=[O:13].CC1(C)COB([C:22]2[CH:27]=[CH:26][C:25]([C:28]3[C:29]([OH:34])=[CH:30][CH:31]=[CH:32][CH:33]=3)=[CH:24][CH:23]=2)OC1.C(=O)([O-])[O-].[K+].[K+].C(O)(=O)CC(CC(O)=O)(C(O)=O)O>C1(C)C=CC=CC=1.CCO.C1C=CC(P(C2C=CC=CC=2)[C-]2C=CC=C2)=CC=1.C1C=CC(P(C2C=CC=CC=2)[C-]2C=CC=C2)=CC=1.Cl[Pd]Cl.[Fe+2]>[Cl:11][C:10]1[CH:9]=[C:8]2[C:4]([C:5]([C:12]([OH:14])=[O:13])=[N:6][NH:7]2)=[CH:3][C:2]=1[C:22]1[CH:23]=[CH:24][C:25]([C:28]2[CH:33]=[CH:32][CH:31]=[CH:30][C:29]=2[OH:34])=[CH:26][CH:27]=1 |f:2.3.4,8.9.10.11|. Procedure: A mixture of 5-bromo-6-chloro-1H-indazole-3-carboxylic acid (900 mg, 3.27 mmol) and [1,1′-bis(diphenylphosphino)ferrocene]dichloropalladium(II) (360 mg, 0.49 mmol) was purged with N2. To this mixture was added 4′-(5,5-dimethyl-1,3,2-dioxaborinan-2-yl)-[1,1′-biphenyl]-2-ol (922 mg, 3.27 mmol) in toluene (5.0 mL) and EtOH (15.0 mL), followed by 2N aqueous potassium carbonate solution (6.0 mL, 12 mmol). The reaction mixture was heated to 100° C. for 48 hours, cooled to room temperature and poured i...